Task: describe an organic reaction: reactants, conditions, products, and yield. Dataset: the Open Reaction Database (ORD), a public repository of structured organic reaction records Starting materials: OC(CC=C(C=O)CCC=C(C)C)C=1C=C(OC1)[Si](C)(C)C (5-Hydroxy-2-(4-methyl-3-pentenyl)-5-(2-trimethylsilyl-4-furyl)-2-pentenal). The solvent is C1=CC=CC=C1 (benzene). The product is OC1C(=CCC(O1)C=1C=C(OC1)[Si](C)(C)C)CCC=C(C)C (3,6-Dihydro-6-hydroxy-5-(4-methyl-3-pentenyl)-2-(2-trimethylsilyl-4-furyl)-2H-pyran). As a reaction SMILES: [OH:1][CH:2]([C:14]1[CH:15]=[C:16]([Si:19]([CH3:22])([CH3:21])[CH3:20])[O:17][CH:18]=1)[CH2:3][CH:4]=[C:5]([CH2:8][CH2:9][CH:10]=[C:11]([CH3:13])[CH3:12])[CH:6]=[O:7]>C1C=CC=CC=1>[OH:7][CH:6]1[O:1][CH:2]([C:14]2[CH:15]=[C:16]([Si:19]([CH3:22])([CH3:21])[CH3:20])[O:17][CH:18]=2)[CH2:3][CH:4]=[C:5]1[CH2:8][CH2:9][CH:10]=[C:11]([CH3:13])[CH3:12]. Reported procedure: 5-Hydroxy-2-(4-methyl-3-pentenyl)-5-(2-trimethylsilyl-4-furyl)-2-pentenal (0.88 g, 0.274 mmol) was dissolved in 27 ml anhydrous benzene, placed in a quartz tube and deoxygenated by saturating with oxygen-free nitrogen for one hour. The solution was irradiated at 254 nm for three hours, cooled and concentrated to give a brown-yellow gum. This material was purified by flash chromatography (silica, 15 to 30% ethyl acetate/hexane). First eluted was the desired acetal followed by starting aldehyde.